This data is from the Open Reaction Database (ORD), a public repository of structured organic reaction records. The task is: describe an organic reaction: reactants, conditions, products, and yield Reactants: CC=1OC2=C(C1)C=C(C=C2)[N+](=O)[O-] (2-methyl-5-nitrobenzofuran), C(C)O (ethanol), C(=O)[O-].[NH4+] (ammonium formate). The reagents and catalysts are [Pd] (Pd/C). Run in C1CCOC1 (THF). Run at time 4 hour. Yields the product C(C(=O)O)(=O)O.CC=1OC2=C(C1)C=C(C=C2)N (2-methyl-5-benzofuranamine oxalate). RXN SMILES: [CH3:1][C:2]1[O:3][C:4]2[CH:10]=[CH:9][C:8]([N+:11]([O-])=O)=[CH:7][C:5]=2[CH:6]=1.C([OH:16])C.[CH:17]([O-:19])=[O:18].[NH4+]>[Pd].C1COCC1>[C:4]([OH:3])(=[O:16])[C:17]([OH:19])=[O:18].[CH3:1][C:2]1[O:3][C:4]2[CH:10]=[CH:9][C:8]([NH2:11])=[CH:7][C:5]=2[CH:6]=1 |f:2.3,6.7|. Procedure: To a 35° C. mixture of 50 g of 2-methyl-5-nitrobenzofuran, ethanol (250 mL), THF (250 mL) and wet 10% Pd/C (4 g) was added ammonium formate (53.4 g, 0.85 mol) over 50 min. After an additional 4 h, the reaction was cooled to room temperature and filtered through Celite. The filtrate was concentrated and the residue was taken up in methyl t-butyl ether (415 mL). This mixture was filtered and a solution of oxalic acid (25.4 g) in methanol (80 mL) was added dropwise. The precipitate was stirred for ... Starting materials: BrC1=C(N=C(S1)COC=1C(=C(C(=O)N)C(=CC1)F)F)C1=CC=C(C=C1)OC (3-[5-bromo-4-(4-methoxy-phenyl)-thiazol-2-ylmethoxy]-2,6-difluoro-benzamide), C(CCC)[Sn](C=1N=CSC1)(CCCC)CCCC (4-tributylstannyl thiazole), O (water). Reagents/catalysts: [Pd].C1(=CC=CC=C1)P(C1=CC=CC=C1)C1=CC=CC=C1.C1(=CC=CC=C1)P(C1=CC=CC=C1)C1=CC=CC=C1.C1(=CC=CC=C1)P(C1=CC=CC=C1)C1=CC=CC=C1.C1(=CC=CC=C1)P(C1=CC=CC=C1)C1=CC=CC=C1 (Tetrakis(triphenylphosphine) palladium (0)). The solvent is CN(C)C=O (DMF). Reaction conditions: temperature 120 celsius. Yields the product FC1=C(C(=O)N)C(=CC=C1OCC=1SC(=C(N1)C1=CC=C(C=C1)OC)C=1N=CSC1)F (2,6-Difluoro-3-[4′-(4-methoxy-phenyl)-[4,5′]bithiazolyl-2′-ylmethoxy]-benzamide). The yield is 364.4%. As a reaction SMILES: Br[C:2]1[S:6][C:5]([CH2:7][O:8][C:9]2[C:10]([F:19])=[C:11]([C:15]([F:18])=[CH:16][CH:17]=2)[C:12]([NH2:14])=[O:13])=[N:4][C:3]=1[C:20]1[CH:25]=[CH:24][C:23]([O:26][CH3:27])=[CH:22][CH:21]=1.C([Sn](CCCC)(CCCC)[C:33]1[N:34]=[CH:35][S:36][CH:37]=1)CCC.O>CN(C=O)C.[Pd].C1(P(C2C=CC=CC=2)C2C=CC=CC=2)C=CC=CC=1.C1(P(C2C=CC=CC=2)C2C=CC=CC=2)C=CC=CC=1.C1(P(C2C=CC=CC=2)C2C=CC=CC=2)C=CC=CC=1.C1(P(C2C=CC=CC=2)C2C=CC=CC=2)C=CC=CC=1>[F:19][C:10]1[C:9]([O:8][CH2:7][C:5]2[S:6][C:2]([C:33]3[N:34]=[CH:35][S:36][CH:37]=3)=[C:3]([C:20]3[CH:25]=[CH:24][C:23]([O:26][CH3:27])=[CH:22][CH:21]=3)[N:4]=2)=[CH:17][CH:16]=[C:15]([F:18])[C:11]=1[C:12]([NH2:14])=[O:13] |f:4.5.6.7.8|. Reported procedure: To a solution of 3-[5-bromo-4-(4-methoxy-phenyl)-thiazol-2-ylmethoxy]-2,6-difluoro-benzamide (0.20 g, 0.043 mmol) in 5 ml of anhydrous DMF was added 4-tributylstannyl thiazole (0.16 g, 0.43 mmol) and degassed the reaction mixture for 10 minutes. Tetrakis(triphenylphosphine) palladium (0) (0.05 g, 0.043 mmol) was then added and the reaction mixture was heated at 120° C. for 12 h under the nitrogen atmosphere. Then reaction mixture was cooled to room temperature added water (25 mL) and extracted t... Starting materials: O=C=NCc1ccccc1, C=CCN(N)CC(=O)OCC, CCOC(C)=O, C1CCOC1. Product: C=CCN(CC(=O)OCC)NC(=O)NCc1ccccc1. Reaction SMILES: [CH2:12]([c:13]1[cH:14][cH:15][cH:16][cH:17][cH:18]1)[N:19]=[C:20]=[O:21].[CH2:1]([CH:2]=[CH2:3])[N:4]([NH2:5])[CH2:6][C:7](=[O:8])[O:9][CH2:10][CH3:11].[CH3:27][CH2:28][O:29][C:30](=[O:31])[CH3:32].[O:22]1[CH2:23][CH2:24][CH2:25][CH2:26]1>>[CH2:1]([CH:2]=[CH2:3])[N:4]([NH:5][C:20]([NH:19][CH2:12][c:13]1[cH:14][cH:15][cH:16][cH:17][cH:18]1)=[O:21])[CH2:6][C:7](=[O:8])[O:9][CH2:10][CH3:11]. Reactants: CC(=O)c1ccc2c(c1)CCc1ccc(C(=O)O)cc1S2(=O)=O, CC(=O)c1ccc2c(c1)CCc1ccc(C(=O)O)cc1S2. Product: COC(=O)c1ccc2c(c1)S(=O)(=O)c1ccc(C(C)=O)cc1CC2. RXN SMILES: [C:1]([CH3:2])(=[O:3])[c:4]1[cH:5][c:6]2[c:7]([cH:22][cH:23]1)[S:8](=[O:20])(=[O:21])[c:9]1[c:10]([cH:13][cH:14][c:15]([C:17](=[O:18])[OH:19])[cH:16]1)[CH2:11][CH2:12]2.[C:24]([c:25]1[cH:26][cH:27][c:28]2[c:41]([cH:42]1)[CH2:40][CH2:39][c:38]1[c:30]([cH:31][c:32]([C:33]([OH:34])=[O:35])[cH:36][cH:37]1)[S:29]2)(=[O:43])[CH3:44]>>[C:1]([CH3:2])(=[O:3])[c:4]1[cH:5][c:6]2[c:7]([cH:22][cH:23]1)[S:8](=[O:20])(=[O:21])[c:9]1[c:10]([cH:13][cH:14][c:15]([C:17](=[O:18])[O:19][CH3:24])[cH:16]1)[CH2:11][CH2:12]2. Solvent: O (water). Conditions: time 3 hour. As a reaction SMILES: [Cl:1][S:2]([OH:5])(=O)=[O:3].[F:6][C:7]([F:23])([F:22])[C:8]([NH:10][CH2:11][CH2:12][C:13]1[CH:18]=[CH:17][C:16]([CH:19]([CH3:21])[CH3:20])=[CH:15][CH:14]=1)=[O:9]>O>[CH:19]([C:16]1[CH:17]=[CH:18][C:13]([CH2:12][CH2:11][NH:10][C:8](=[O:9])[C:7]([F:22])([F:23])[F:6])=[C:14]([S:2]([Cl:1])(=[O:5])=[O:3])[CH:15]=1)([CH3:21])[CH3:20]. Procedure details: Chlorosulfonic acid (2.05 mL) was added to 1.6 g of 2,2,2-trifluoro-N-[2-(4-isopropylphenyl)ethyl]acetamide, and the mixture was stirred at room temperature for 3 hours. The reaction mixture was poured into ice-water, and water was added to the mixture. The mixture was extracted with ethyl acetate, and the organic layer was washed with brine, and dried over anhydrous magnesium sulfate. The solvent was removed under reduced pressure, and the residue was purified by column chromatography on silica... Reactants: ClS(=O)(=O)O (Chlorosulfonic acid), FC(C(=O)NCCC1=CC=C(C=C1)C(C)C)(F)F (2,2,2-trifluoro-N-[2-(4-isopropylphenyl)ethyl]acetamide), ice water. Yields the product C(C)(C)C=1C=CC(=C(C1)S(=O)(=O)Cl)CCNC(C(F)(F)F)=O (5-isopropyl-2-[2-(2,2,2-trifluoroacetylamino)ethyl]benzenesulfonyl chloride). Starting materials: BrCc1cccc(Br)n1, CC(C)(C)[Si](C)(C)OC1CNC(=O)C1, [H-], [Na+], C1CCOC1. Product: CC(C)(C)[Si](C)(C)OC1CC(=O)N(Cc2cccc(Br)n2)C1. As a reaction SMILES: [Br:17][c:18]1[n:19][c:20]([CH2:24][Br:25])[cH:21][cH:22][cH:23]1.[C:1]([CH3:2])([CH3:3])([CH3:4])[Si:5]([O:6][CH:7]1[CH2:8][C:9](=[O:12])[NH:10][CH2:11]1)([CH3:13])[CH3:14].[H-:15].[Na+:16].[O:26]1[CH2:27][CH2:28][CH2:29][CH2:30]1>>[C:1]([CH3:2])([CH3:3])([CH3:4])[Si:5]([O:6][CH:7]1[CH2:8][C:9](=[O:12])[N:10]([CH2:24][c:20]2[n:19][c:18]([Br:17])[cH:23][cH:22][cH:21]2)[CH2:11]1)([CH3:13])[CH3:14]. Reactants: P(=O)(O)(O)[O-].[Na+] (sodium dihydrogenphosphate), C(C)(C)NC(C)C (diisopropylamine), ClC=1SC=CC1Cl (2,3-dichlorothiophene), C(CCC)[Li] (n-butyllithium). Run in O1CCCC1 (tetrahydrofuran), CN(C=O)C (dimethylformamide), O1CCCC1 (tetrahydrofuran). Conditions: time 30 minute. The product is ClC=1C=C(SC1Cl)C=O (4,5-dichloro-2-thiophenecarboxaldehyde). As a reaction SMILES: C(N[CH:5]([CH3:7])[CH3:6])(C)C.C([Li])CCC.[Cl:13][C:14]1[S:15]C=C[C:18]=1[Cl:19].P([O-])(O)(O)=[O:21].[Na+]>O1CCCC1.CN(C)C=O>[Cl:19][C:18]1[CH:7]=[C:5]([CH:6]=[O:21])[S:15][C:14]=1[Cl:13] |f:3.4|. Procedure details: 11.1 g of diisopropylamine in 100 ml of tetrahydrofuran were cooled to -60° C., 49 ml of n-butyllithium were added over 10 minutes. The mixture was stirred for 30 minutes and 10 g of 2,3-dichlorothiophene were added at -60° C. The mixture was stirred for 45 minutes and then 6 m1 of dimethylformamide and 10 ml of tetrahydrofuran were added. The mixture was stirred for 1 and a half hours, allowed to return to room temperature, poured into a saturated aqueous sodium dihydrogenphosphate solution and...